From a dataset of the Open Reaction Database (ORD), a public repository of structured organic reaction records. describe an organic reaction: reactants, conditions, products, and yield Starting materials: CC(=O)CC(C)=O, C1CCNCC1, C1CCCCC1, COc1ccc(C=O)cc1OC. Yields the product COc1ccc(C=C(C(C)=O)C(C)=O)cc1OC. As a reaction SMILES: [C:13]([CH3:14])(=[O:15])[CH2:16][C:17]([CH3:18])=[O:19].[CH2:20]1[CH2:21][CH2:22][NH:23][CH2:24][CH2:25]1.[CH2:26]1[CH2:27][CH2:28][CH2:29][CH2:30][CH2:31]1.[CH3:1][O:2][c:3]1[cH:4][c:5]([CH:6]=[O:7])[cH:8][cH:9][c:10]1[O:11][CH3:12]>>[CH3:1][O:2][c:3]1[cH:4][c:5]([CH:6]=[C:16]([C:13]([CH3:14])=[O:15])[C:17]([CH3:18])=[O:19])[cH:8][cH:9][c:10]1[O:11][CH3:12]. The reactants are FC(C(=O)[O-])(F)F.C(C1=CC=CC=C1)[NH2+]C1CCC(CC1)[C@@H]([C@@H](C(=O)N1C[C@H](CC1)F)NC(=O)OC(C)(C)C)C (N-Benzyl-4-{(1S,2S)-2-[(tert-butoxycarbonyl)amino]-3-[(3S)-3-fluoropyrrolidin-1-yl]-1-methyl-3-oxopropyl}cyclohexanaminium trifluoroacetate), aqueous solution, C=O (formaldehyde), C(C)(=O)O[BH-](OC(C)=O)OC(C)=O.[Na+] (sodium triacetoxyborohydride). Solvent: CO (methanol), C(C)(=O)OCC (ethyl acetate). The product is C(C)(C)(C)OC(N[C@@H]([C@@H](C)C1CCC(CC1)N(C)CC1=CC=CC=C1)C(=O)N1C[C@H](CC1)F)=O (tert-Butyl((1S,2S)-2-{4-[benzyl(methyl)amino]cyclohexyl}-1-{[(3S)-3-fluoropyrrolidin-1-yl]carbonyl}propyl)carbamate). As a reaction SMILES: F[C:2](F)(F)C([O-])=O.[CH2:8]([NH2+:15][CH:16]1[CH2:21][CH2:20][CH:19]([C@H:22]([CH3:40])[C@H:23]([NH:32][C:33]([O:35][C:36]([CH3:39])([CH3:38])[CH3:37])=[O:34])[C:24]([N:26]2[CH2:30][CH2:29][C@H:28]([F:31])[CH2:27]2)=[O:25])[CH2:18][CH2:17]1)[C:9]1[CH:14]=[CH:13][CH:12]=[CH:11][CH:10]=1.C=O.C(O[BH-](OC(=O)C)OC(=O)C)(=O)C.[Na+]>CO.C(OCC)(=O)C>[C:36]([O:35][C:33](=[O:34])[NH:32][C@H:23]([C:24]([N:26]1[CH2:30][CH2:29][C@H:28]([F:31])[CH2:27]1)=[O:25])[C@H:22]([CH:19]1[CH2:20][CH2:21][CH:16]([N:15]([CH2:8][C:9]2[CH:14]=[CH:13][CH:12]=[CH:11][CH:10]=2)[CH3:2])[CH2:17][CH2:18]1)[CH3:40])([CH3:39])([CH3:38])[CH3:37] |f:0.1,3.4|. Procedure: To a solution of the material prepared in Step A (0.25 g, 0.54 mmol) in methanol (6 mL) was added a 37% aqueous solution of formaldehyde (0.10 mL, 1.62 mmol), followed by sodium triacetoxyborohydride (0.46 g, 2.16 mmol). After 3 h at ambient temperature the reaction was diluted with 100 mL of ethyl acetate, and the organic layer was washed with saturated aqueous sodium bicarbonate and brine, dried (magnesium sulfate) and concentrated in vacuo, affording the title compound as a clear oil. This ma... Starting materials: CCCCCOC(C)CCCCCO, [Cl-], O, Cc1ccc(S(=O)(=O)O)cc1, c1ccncc1. The product is CCCCCOC(C)CCCCCOS(=O)(=O)c1ccc(C)cc1. Reaction SMILES: [CH2:13]([CH2:14][CH2:15][CH2:16][CH3:17])[O:18][CH:19]([CH2:20][CH2:21][CH2:22][CH2:23][CH2:24][OH:25])[CH3:26].[Cl-:1].[OH2:27].[c:2]1([CH3:12])[cH:3][cH:4][c:5]([S:8](=[O:9])(=[O:10])[OH:11])[cH:6][cH:7]1.[cH:28]1[cH:29][cH:30][n:31][cH:32][cH:33]1>>[c:2]1([CH3:12])[cH:3][cH:4][c:5]([S:8](=[O:9])([O:10][CH2:24][CH2:23][CH2:22][CH2:21][CH2:20][CH:19]([O:18][CH2:13][CH2:14][CH2:15][CH2:16][CH3:17])[CH3:26])=[O:11])[cH:6][cH:7]1. RXN SMILES: [CH3:1][C:2]1[C:10]2[C:9](=[O:11])[NH:8][C:7]([SH:12])=[N:6][C:5]=2[NH:4][CH:3]=1.[OH-].[Na+].[Cl:15][C:16]1[CH:31]=[CH:30][C:19]([C:20]([C:22]2[CH:29]=[CH:28][C:25]([CH2:26]Br)=[CH:24][CH:23]=2)=[O:21])=[CH:18][CH:17]=1>CN(C)C=O>[Cl:15][C:16]1[CH:17]=[CH:18][C:19]([C:20]([C:22]2[CH:29]=[CH:28][C:25]([CH2:26][S:12][C:7]3[NH:8][C:9](=[O:11])[C:10]4[C:2]([CH3:1])=[CH:3][NH:4][C:5]=4[N:6]=3)=[CH:24][CH:23]=2)=[O:21])=[CH:30][CH:31]=1 |f:1.2|. The yield is 51.0%. The product is ClC1=CC=C(C(=O)C2=CC=C(CSC=3NC(C4=C(N3)NC=C4C)=O)C=C2)C=C1 (2-[4-(4-Chlorobenzoyl)benzyl]thio-5-methyl-7H-pyrrolo[2,3-d]pyrimidin-4(3H)-one). Run in CN(C=O)C (dimethylformamide), CN(C)C=O (DMF), ice water. Conditions: time 4 hour. Reported procedure: In dimethylformamide (30 ml) was dissolved 5-methyl-2-mercapto-7H-pyrrolo[2,3-d]pyrimidin-4(3H)-one (1.36 g) followed by addition of 1N-sodium hydroxide (7.5 ml). Then, under ice-cooling, a solution of 4-(4-chlorobenzoyl)benzyl bromide (2.48 g) in DMF (10 ml) was added dropwise. The mixture was then stirred at room temperature for 4 hours, at the end of which time it was poured in ice-water (250 ml). The resulting precipitate was collected by filtration, rinsed with water, and dried. The dried p... Starting materials: CC1=CNC=2N=C(NC(C21)=O)S (5-methyl-2-mercapto-7H-pyrrolo[2,3-d]pyrimidin-4(3H)-one), [OH-].[Na+] (sodium hydroxide), ClC1=CC=C(C(=O)C2=CC=C(CBr)C=C2)C=C1 (4-(4-chlorobenzoyl)benzyl bromide). The reactants are C1(=CC=CC=C1)C1=NC2=CC=CC=C2C(=N1)C(=O)OCC (ethyl 2-phenylquinazoline-4-carboxylate), C(CCC)[Li] (butyllithium), CC1CCNCC1 (4-methylpiperidine), solution. Run in CCCCCC (hexane), O1CCCC1 (tetrahydrofuran). The product is CC1CCN(CC1)C(=O)C1=NC(=NC2=CC=CC=C12)C1=CC=CC=C1 (4-methyl-1-[(2-phenylquinazolin-4-yl)-carbonyl]-piperidine). Reaction SMILES: [C:1]1([C:7]2[N:16]=[C:15]([C:17]([O:19]CC)=O)[C:14]3[C:9](=[CH:10][CH:11]=[CH:12][CH:13]=3)[N:8]=2)[CH:6]=[CH:5][CH:4]=[CH:3][CH:2]=1.[CH3:22][CH:23]1[CH2:28][CH2:27][NH:26][CH2:25][CH2:24]1.C([Li])CCC>CCCCCC.O1CCCC1>[CH3:22][CH:23]1[CH2:28][CH2:27][N:26]([C:17]([C:15]2[C:14]3[C:9](=[CH:10][CH:11]=[CH:12][CH:13]=3)[N:8]=[C:7]([C:1]3[CH:2]=[CH:3][CH:4]=[CH:5][CH:6]=3)[N:16]=2)=[O:19])[CH2:25][CH2:24]1. Procedure: The procedure of Example 24 is followed using ethyl 2-phenylquinazoline-4-carboxylate (3 g), 4-methylpiperidine (2.95 ml), a 1.6M solution of butyllithium in hexane (15 ml) and tetrahydrofuran (20 ml) as the starting materials. After recrystallisation from ethanol, 4-methyl-1-[(2-phenylquinazolin-4-yl)-carbonyl]-piperidine (1 g), melting at 138° C., is obtained.